The task is: describe an organic reaction: reactants, conditions, products, and yield. This data is from the Open Reaction Database (ORD), a public repository of structured organic reaction records. Starting materials: BrC1=CC(=C(C=O)C=C1OC)F (4-Bromo-2-fluoro-5-methoxy-benzaldehyde), [BH4-].[Na+] (NaBH4). The solvent is C(C)OCC (ethyl ether), CO (Methanol). Reaction conditions: temperature 0 celsius, time 2 hour. Yields the product BrC1=CC(=C(C=C1OC)CO)F ((4-Bromo-2-fluoro-5-methoxy-phenyl)-methanol). RXN SMILES: [Br:1][C:2]1[C:9]([O:10][CH3:11])=[CH:8][C:5]([CH:6]=[O:7])=[C:4]([F:12])[CH:3]=1.[BH4-].[Na+]>CO.C(OCC)C>[Br:1][C:2]1[C:9]([O:10][CH3:11])=[CH:8][C:5]([CH2:6][OH:7])=[C:4]([F:12])[CH:3]=1 |f:1.2|. Procedure: To a solution of 4-Bromo-2-fluoro-5-methoxy-benzaldehyde (4.03 g, 17.33 mmol) from step (1) below in Methanol at 0° C. was added NaBH4 (0.65 g, 17.33 mmol). After the reaction mixture was stirred at 0° C. for 2 hours, it was allowed to warm to room temperature. The organic layer was taken up in ethyl ether, washed with water and dried over MgSO4, filtered and concentrated. The residue was purified by flash chromatography (25–45% EtOAc in hexanes) to give the product. Yield: 3.90 g, 99.0%. 1H NMR... Reactants: FC(C(=O)O)(F)F.C1(CCCCC1)N1C2=C(NC(C(C1)C)=O)C=NC(=N2)NC2=C(C=C(C(=O)NC1CCN(CC1)C)C=C2)OC ((rac)-4-(9-cyclohexyl-7-methyl-6-oxo-6,7,8,9-tetrahydro-5H-pyrimido[4,5-b][1,4]diazepin-2-ylamino)-3-methoxy-N-(1-methyl-piperidin-4-yl)-benzamide trifluoro-acetic acid salt), C([O-])([O-])=O (Carbonate). Solvent: O1CCCC1 (tetrahydrofuran). Reported procedure: To a suspension of 0.045 g of (rac)-4-(9-cyclohexyl-7-methyl-6-oxo-6,7,8,9-tetrahydro-5H-pyrimido[4,5-b][1,4]diazepin-2-ylamino)-3-methoxy-N-(1-methyl-piperidin-4-yl)-benzamide trifluoro-acetic acid salt in tetrahydrofuran was added 0.2 g of SilicaBond Carbonate (Silicycle). The mixture was stirred at room temperature for 3 hours, then filtered and concentrated under reduced pressure. The residue was purified by silica gel chromatography eluting with dichloromethane-methanol (100:0-75:25) to giv... Reaction SMILES: FC(F)(F)C(O)=O.[CH:8]1([N:14]2[CH2:20][CH:19]([CH3:21])[C:18](=[O:22])[NH:17][C:16]3[CH:23]=[N:24][C:25]([NH:27][C:28]4[CH:43]=[CH:42][C:31]([C:32]([NH:34][CH:35]5[CH2:40][CH2:39][N:38]([CH3:41])[CH2:37][CH2:36]5)=[O:33])=[CH:30][C:29]=4[O:44][CH3:45])=[N:26][C:15]2=3)[CH2:13][CH2:12][CH2:11][CH2:10][CH2:9]1.C(=O)([O-])[O-]>O1CCCC1>[CH:8]1([N:14]2[CH2:20][CH:19]([CH3:21])[C:18](=[O:22])[NH:17][C:16]3[CH:23]=[N:24][C:25]([NH:27][C:28]4[CH:43]=[CH:42][C:31]([C:32]([NH:34][CH:35]5[CH2:40][CH2:39][N:38]([CH3:41])[CH2:37][CH2:36]5)=[O:33])=[CH:30][C:29]=4[O:44][CH3:45])=[N:26][C:15]2=3)[CH2:9][CH2:10][CH2:11][CH2:12][CH2:13]1 |f:0.1|. The product is C1(CCCCC1)N1C2=C(NC(C(C1)C)=O)C=NC(=N2)NC2=C(C=C(C(=O)NC1CCN(CC1)C)C=C2)OC ((rac)-4-(9-cyclohexyl-7-methyl-6-oxo-6,7,8,9-tetrahydro-5H-pyrimido[4,5-b][1,4]diazepin-2-ylamino)-3-methoxy-N-(1-methyl-piperidin-4-yl)-benzamide). Run at time 3 hour. Isolated yield 54.2%. Starting materials: C#CCBr, ClCCl, CC(C)NC(C)C, O=C(O)c1sc(Cl)nc1C(F)(F)F. Yields the product C#CCOC(=O)c1sc(Cl)nc1C(F)(F)F. Reaction SMILES: [CH2:14]([C:15]#[CH:16])[Br:17].[CH2:25]([Cl:26])[Cl:27].[CH:18]([NH:19][CH:20]([CH3:21])[CH3:22])([CH3:23])[CH3:24].[Cl:1][c:2]1[s:3][c:4]([C:11](=[O:12])[OH:13])[c:5]([C:7]([F:8])([F:9])[F:10])[n:6]1>>[Cl:1][c:2]1[s:3][c:4]([C:11](=[O:12])[O:13][CH2:16][C:15]#[CH:14])[c:5]([C:7]([F:8])([F:9])[F:10])[n:6]1. Starting materials: N1=C(N=CC=C1)C=1C=C(N)C=CC1 (3-(pyrimidin-2-yl)aniline), C=1C=CC(=CC1)P(C=2C=CC=CC2)C3=CC=C4C=CC=CC4=C3C5=C6C=CC=CC6=CC=C5P(C=7C=CC=CC7)C=8C=CC=CC8 (BINAP), C(=O)([O-])[O-].[K+].[K+] (K2CO3), C(C1=CC=CC=C1)OC(NC1(CC1)[C@@H](C1CC1)NC1=NC(=C(N=C1)C#N)Cl)=O ((R)-benzyl-1-((6-chloro-5-cyanopyrazin-2-ylamino)(cyclopropyl)methyl)cyclopropylcarbamate). The reagents and catalysts are CC(=O)[O-].CC(=O)[O-].[Pd+2] (Pd(OAc)2). The solvent is O1CCOCC1 (Dioxane). Conditions: temperature 95 celsius. The product is C(C1=CC=CC=C1)OC(NC1(CC1)[C@@H](C1CC1)NC1=NC(=C(N=C1)C#N)NC1=CC(=CC=C1)C1=NC=CC=N1)=O ((R)-benzyl-1-((5-cyano-6-(3-(pyrimidin-2-yl)phenylamino)pyrazin-2-ylamino)(cyclopropyl)methyl)cyclopropylcarbamate). RXN SMILES: [CH2:1]([O:8][C:9](=[O:28])[NH:10][C:11]1([C@H:14]([NH:18][C:19]2[CH:24]=[N:23][C:22]([C:25]#[N:26])=[C:21](Cl)[N:20]=2)[CH:15]2[CH2:17][CH2:16]2)[CH2:13][CH2:12]1)[C:2]1[CH:7]=[CH:6][CH:5]=[CH:4][CH:3]=1.[N:29]1[CH:34]=[CH:33][CH:32]=[N:31][C:30]=1[C:35]1[CH:36]=[C:37]([CH:39]=[CH:40][CH:41]=1)[NH2:38].C1C=CC(P(C2C(C3C(P(C4C=CC=CC=4)C4C=CC=CC=4)=CC=C4C=3C=CC=C4)=C3C(C=CC=C3)=CC=2)C2C=CC=CC=2)=CC=1.C([O-])([O-])=O.[K+].[K+]>O1CCOCC1.CC([O-])=O.CC([O-])=O.[Pd+2]>[CH2:1]([O:8][C:9](=[O:28])[NH:10][C:11]1([C@H:14]([NH:18][C:19]2[CH:24]=[N:23][C:22]([C:25]#[N:26])=[C:21]([NH:38][C:37]3[CH:39]=[CH:40][CH:41]=[C:35]([C:30]4[N:29]=[CH:34][CH:33]=[CH:32][N:31]=4)[CH:36]=3)[N:20]=2)[CH:15]2[CH2:17][CH2:16]2)[CH2:13][CH2:12]1)[C:2]1[CH:7]=[CH:6][CH:5]=[CH:4][CH:3]=1 |f:3.4.5,7.8.9|. Procedure: To a mixture of (R)-benzyl-1-((6-chloro-5-cyanopyrazin-2-ylamino)(cyclopropyl)methyl)cyclopropylcarbamate (80 mg, 0.20 mmol) in Dioxane (2 mL) was added 3-(pyrimidin-2-yl)aniline (41 mg, 0.24 mmol), Pd(OAc)2 (9 mg, 0.04 mmol), BINAP (25 mg, 0.04 mmol) and K2CO3 (83 mg, 0.6 mmol). After heating at 95° C. for 2 h, the mixture was filtered, the filtrate was concentrated and purified by preparative HPLC to give (R)-benzyl-1-((5-cyano-6-(3-(pyrimidin-2-yl)phenylamino)pyrazin-2-ylamino)(cyclopropyl)me... As a reaction SMILES: [CH2:1]([C:5]1[CH:20]=[CH:19][C:8]([O:9][CH2:10][C:11]2[O:12][CH:13]=[C:14]([OH:18])[C:15](=[O:17])[CH:16]=2)=[CH:7][CH:6]=1)[C:2]([CH3:4])=O.[NH2:21][C:22]1[C:27]([Cl:28])=[CH:26][C:25]([CH:29]([OH:32])[CH2:30][NH2:31])=[CH:24][C:23]=1[Cl:33]>C1C=CC=CC=1>[NH2:21][C:22]1[C:23]([Cl:33])=[CH:24][C:25]([CH:29]([OH:32])[CH2:30][NH:31][CH:2]([CH3:4])[CH2:1][C:5]2[CH:20]=[CH:19][C:8]([O:9][CH2:10][C:11]3[O:12][CH:13]=[C:14]([OH:18])[C:15](=[O:17])[CH:16]=3)=[CH:7][CH:6]=2)=[CH:26][C:27]=1[Cl:28]. Procedure details: A solution of 2-[4-acetonylphenoxymethyl]-5-hydroxy-4H-pyran-4-one (1.0 g) and 2-(4-amino-3,5-dichlorophenyl)-2-hydroxyethylamine (0.75 g) in benzene, was heated to reflux for 3 hours under a Dean and Stark head. After cooling, the solvent was removed in vacuo, the residue dissolved in methanol, treated with sodium cyanoborohydride (0.25 g) and then stirred at ambient temperature for 18 hours. The solvent was evaporated under reduced pressure and the residue taken up in ethyl acetate and washed ... Run in C1=CC=CC=C1 (benzene). The reactants are C(C(=O)C)C1=CC=C(OCC=2OC=C(C(C2)=O)O)C=C1 (2-[4-acetonylphenoxymethyl]-5-hydroxy-4H-pyran-4-one), NC1=C(C=C(C=C1Cl)C(CN)O)Cl (2-(4-amino-3,5-dichlorophenyl)-2-hydroxyethylamine). Product: NC1=C(C=C(C(CNC(CC2=CC=C(OCC=3OC=C(C(C3)=O)O)C=C2)C)O)C=C1Cl)Cl (2-[4-[2-[(4-amino-3,5-dichloro-β-hydroxyphenethyl)amino]propyl]phenoxymethyl]-5-hydroxy-4H-pyran-4-one). Reaction conditions: time 18 hour. Reactants: COC(=O)C1OC(c2ccc(OC)cc2OC)N(Sc2ccccc2[N+](=O)[O-])C1c1ccccc1, CO, [Na+], [OH-]. Yields the product [Na+], COc1ccc(C2OC(C(=O)[O-])C(c3ccccc3)N2Sc2ccccc2[N+](=O)[O-])c(OC)c1. As a reaction SMILES: [CH3:1][O:2][C:3](=[O:4])[CH:5]1[CH:6]([c:30]2[cH:31][cH:32][cH:33][cH:34][cH:35]2)[N:7]([S:20][c:21]2[c:22]([N+:27](=[O:28])[O-:29])[cH:23][cH:24][cH:25][cH:26]2)[CH:8]([c:10]2[c:11]([O:18][CH3:19])[cH:12][c:13]([O:16][CH3:17])[cH:14][cH:15]2)[O:9]1.[CH3:38][OH:39].[Na+:37].[OH-:36]>>[Na+:37].[O:2]=[C:3]([O-:4])[CH:5]1[CH:6]([c:30]2[cH:31][cH:32][cH:33][cH:34][cH:35]2)[N:7]([S:20][c:21]2[c:22]([N+:27](=[O:28])[O-:29])[cH:23][cH:24][cH:25][cH:26]2)[CH:8]([c:10]2[c:11]([O:18][CH3:19])[cH:12][c:13]([O:16][CH3:17])[cH:14][cH:15]2)[O:9]1.